From a dataset of the Open Reaction Database (ORD), a public repository of structured organic reaction records. describe an organic reaction: reactants, conditions, products, and yield Reactants: FC=1C=C(C=CC1)NC1=C(C=CC=C1)N (N-(3-fluorophenyl)-o-phenylenediamine), ester, ester, ClCC(=O)O (monochloroacetic acid), C([O-])([O-])=O.[Na+].[Na+] (sodium carbonate). Solvent: O (water). Conditions: temperature 130 celsius. Product: FC=1C=C(C=CC1)N1C(=NC2=C1C=CC=C2)CCl (1-(3-fluorophenyl)-2-chloromethylbenzimidazole). Reaction SMILES: [F:1][C:2]1[CH:3]=[C:4]([NH:8][C:9]2[CH:14]=[CH:13][CH:12]=[CH:11][C:10]=2[NH2:15])[CH:5]=[CH:6][CH:7]=1.[Cl:16][CH2:17][C:18](O)=O.C(=O)([O-])[O-].[Na+].[Na+]>O>[F:1][C:2]1[CH:3]=[C:4]([N:8]2[C:9]3[CH:14]=[CH:13][CH:12]=[CH:11][C:10]=3[N:15]=[C:18]2[CH2:17][Cl:16])[CH:5]=[CH:6][CH:7]=1 |f:2.3.4|. Procedure details: A mixture of N-(3-fluorophenyl)-o-phenylenediamine (0.8 g, 4 mmol) prepared in the preceding step (a), polyphosphoric ester (2.7 g) and monochloroacetic acid (0.4 g, 4.2 mmol) was heated for 1 hour at 130° C. and water was added to the reaction mixture to decompose an excess of polyphosphoric ester, then neutralized with sodium carbonate and the occurred oily substance was extracted with chloroform and the extract was washed, dried and concentrated in vacuo.